Dataset: the Open Reaction Database (ORD), a public repository of structured organic reaction records. Task: describe an organic reaction: reactants, conditions, products, and yield Reactants: FC1=CC=C(C=C1)C1CC(C2=CC(=CC=C12)C)=O (3-(4'-fluorophenyl)-6-methyl-1-indanone), [BH4-].[Na+] (sodium borohydride). Solvent: CO (methanol). Yields the product FC1=CC=C(C=C1)C1CC(C2=CC(=CC=C12)C)O (3-(4'-Fluorophenyl)-6-methyl-1-indanol). As a reaction SMILES: [F:1][C:2]1[CH:7]=[CH:6][C:5]([CH:8]2[C:16]3[C:11](=[CH:12][C:13]([CH3:17])=[CH:14][CH:15]=3)[C:10](=[O:18])[CH2:9]2)=[CH:4][CH:3]=1.[BH4-].[Na+]>CO>[F:1][C:2]1[CH:3]=[CH:4][C:5]([CH:8]2[C:16]3[C:11](=[CH:12][C:13]([CH3:17])=[CH:14][CH:15]=3)[CH:10]([OH:18])[CH2:9]2)=[CH:6][CH:7]=1 |f:1.2|. Reported procedure: A solution of 225 grams of 3-(4'-fluorophenyl)-6-methyl-1-indanone in 2.3 liters of methanol was treated with 90 grams of sodium borohydride while cooling and stirring and keeping the temperature below 20 degrees Centigrade. Reported procedure: This compound was prepared in the same manner as in Example 1, except that 4-methyl-3-[4-(3-pyridyl)pyrimidin-2-ylamino]aniline (Patent Document 1) and 4-(1-methylpiperidin-4-ylidenemethyl)-3-trifluoromethylbenzoyl chloride hydrochloride (Reference Example 7) were used. The reactants are CC1=C(C=C(N)C=C1)NC1=NC=CC(=N1)C=1C=NC=CC1 (4-methyl-3-[4-(3-pyridyl)pyrimidin-2-ylamino]aniline), Cl.CN1CCC(CC1)=CC1=C(C=C(C(=O)Cl)C=C1)C(F)(F)F (4-(1-methylpiperidin-4-ylidenemethyl)-3-trifluoromethylbenzoyl chloride hydrochloride). Yields the product CN1CCC(CC1)=CC1=C(C=C(C(=O)NC2=CC(=C(C=C2)C)NC2=NC=CC(=N2)C=2C=NC=CC2)C=C1)C(F)(F)F (4-(1-methylpiperidin-4-ylidenemethyl)-3-trifluoromethyl-N-{4-methyl-3-[4-(3-pyridyl)pyrimidin-2-ylamino]phenyl}benzamide). As a reaction SMILES: [CH3:1][C:2]1[CH:8]=[CH:7][C:5]([NH2:6])=[CH:4][C:3]=1[NH:9][C:10]1[N:15]=[C:14]([C:16]2[CH:17]=[N:18][CH:19]=[CH:20][CH:21]=2)[CH:13]=[CH:12][N:11]=1.Cl.[CH3:23][N:24]1[CH2:29][CH2:28][C:27](=[CH:30][C:31]2[CH:39]=[CH:38][C:34]([C:35](Cl)=[O:36])=[CH:33][C:32]=2[C:40]([F:43])([F:42])[F:41])[CH2:26][CH2:25]1>>[CH3:23][N:24]1[CH2:29][CH2:28][C:27](=[CH:30][C:31]2[CH:39]=[CH:38][C:34]([C:35]([NH:6][C:5]3[CH:7]=[CH:8][C:2]([CH3:1])=[C:3]([NH:9][C:10]4[N:15]=[C:14]([C:16]5[CH:17]=[N:18][CH:19]=[CH:20][CH:21]=5)[CH:13]=[CH:12][N:11]=4)[CH:4]=3)=[O:36])=[CH:33][C:32]=2[C:40]([F:41])([F:43])[F:42])[CH2:26][CH2:25]1 |f:1.2|. Reactants: C(C)(C)(C)OC(NC=1C(=NC=CC1)Cl)=O ((2-chloro-pyridin-3-yl)-carbamic acid tert-butyl ester), C(C=C)Br (allyl bromide), C([O-])([O-])=O.[Cs+].[Cs+] (cesium carbonate). Solvent: CN(C)C=O (DMF). Conditions: temperature 60 celsius. Product: C(C)(C)(C)OC(N(C=1C(=NC=CC1)Cl)CC=C)=O (allyl-(2-chloro-pyridin-3-yl)-carbamic acid tert-butyl ester). The yield is 97.3%. RXN SMILES: [C:1]([O:5][C:6](=[O:15])[NH:7][C:8]1[C:9]([Cl:14])=[N:10][CH:11]=[CH:12][CH:13]=1)([CH3:4])([CH3:3])[CH3:2].[CH2:16](Br)[CH:17]=[CH2:18].C(=O)([O-])[O-].[Cs+].[Cs+]>CN(C=O)C>[C:1]([O:5][C:6](=[O:15])[N:7]([CH2:18][CH:17]=[CH2:16])[C:8]1[C:9]([Cl:14])=[N:10][CH:11]=[CH:12][CH:13]=1)([CH3:4])([CH3:2])[CH3:3] |f:2.3.4|. Procedure details: A mixture of (2-chloro-pyridin-3-yl)-carbamic acid tert-butyl ester (7 g, 30.7 mmol), allyl bromide (5.26 g, 40.8 mmol) and cesium carbonate (20.8 g, 63.8 mmol) in DMF (280 mL) is heated at 60° C. for 1 h. The reaction is quenched with water, extracted with EtOAC. The organic layer is dried (Na2SO4), filtered and concentrated to afford allyl-(2-chloro-pyridin-3-yl)-carbamic acid tert-butyl ester (8.03 g, 98%), which is sued in the next step with no further purification. The product is N#Cc1ccc(-c2ccccc2F)cc1Cl. Reactants: N#Cc1ccc(Br)cc1Cl, OB(O)c1ccccc1F, [Na+], [Na+], O=C([O-])[O-], C1CCOC1, c1ccc(P(c2ccccc2)(c2ccccc2)[Pd](P(c2ccccc2)(c2ccccc2)c2ccccc2)(P(c2ccccc2)(c2ccccc2)c2ccccc2)P(c2ccccc2)(c2ccccc2)c2ccccc2)cc1. Reaction SMILES: [Br:1][c:2]1[cH:3][c:4]([Cl:10])[c:5]([C:6]#[N:7])[cH:8][cH:9]1.[F:11][c:12]1[c:13]([B:18]([OH:19])[OH:20])[cH:14][cH:15][cH:16][cH:17]1.[Na+:21].[Na+:22].[O-:23][C:24](=[O:25])[O-:26].[O:27]1[CH2:28][CH2:29][CH2:30][CH2:31]1.[cH:32]1[cH:33][cH:34][c:35]([P:36]([Pd:37]([P:38]([c:39]2[cH:40][cH:41][cH:42][cH:43][cH:44]2)([c:45]2[cH:46][cH:47][cH:48][cH:49][cH:50]2)[c:51]2[cH:52][cH:53][cH:54][cH:55][cH:56]2)([P:57]([c:58]2[cH:59][cH:60][cH:61][cH:62][cH:63]2)([c:64]2[cH:65][cH:66][cH:67][cH:68][cH:69]2)[c:70]2[cH:71][cH:72][cH:73][cH:74][cH:75]2)[P:76]([c:77]2[cH:78][cH:79][cH:80][cH:81][cH:82]2)([c:83]2[cH:84][cH:85][cH:86][cH:87][cH:88]2)[c:89]2[cH:90][cH:91][cH:92][cH:93][cH:94]2)([c:95]2[cH:96][cH:97][cH:98][cH:99][cH:100]2)[c:101]2[cH:102][cH:103][cH:104][cH:105][cH:106]2)[cH:107][cH:108]1>>[c:2]1(-[c:13]2[c:12]([F:11])[cH:17][cH:16][cH:15][cH:14]2)[cH:3][c:4]([Cl:10])[c:5]([C:6]#[N:7])[cH:8][cH:9]1. Reactants: CCNCC, ClCCl, O=[N+]([O-])c1ccc(S(=O)(=O)Cl)cc1. Yields the product CCN(CC)S(=O)(=O)c1ccc([N+](=O)[O-])cc1. As a reaction SMILES: [CH2:1]([CH3:2])[NH:3][CH2:4][CH3:5].[Cl:19][CH2:20][Cl:21].[N+:6](=[O:7])([O-:8])[c:9]1[cH:10][cH:11][c:12]([S:15](=[O:16])(=[O:17])[Cl:18])[cH:13][cH:14]1>>[CH2:1]([CH3:2])[N:3]([CH2:4][CH3:5])[S:15]([c:12]1[cH:11][cH:10][c:9]([N+:6](=[O:7])[O-:8])[cH:14][cH:13]1)(=[O:16])=[O:17]. Starting materials: BrC=1N=C(C(=NC1)N)NCC1=C(C=CC=C1)OC (5-Bromo-N3-(2-methoxybenzyl)-pyrazine-2,3-diamine), tetrakis(triphenylphospine) palladium, C(=O)([O-])[O-].[Na+].[Na+] (Na2CO3), O(C1=CC=CC=C1)C1=CC=C(C=C1)B(O)O (4-phenoxyphenyl boronic acid). Run in C1(=CC=CC=C1)C (toluene). Conditions: temperature 90 celsius, time 10 hour. Product: COC1=C(CNC=2C(=NC=C(N2)C2=CC=C(C=C2)OC2=CC=CC=C2)N)C=CC=C1 (N3-(2-Methoxybenzyl)-5-(4-phenoxyphenyl)-pyrazine-2,3-diamine). As a reaction SMILES: Br[C:2]1[N:3]=[C:4]([NH:9][CH2:10][C:11]2[CH:16]=[CH:15][CH:14]=[CH:13][C:12]=2[O:17][CH3:18])[C:5]([NH2:8])=[N:6][CH:7]=1.[O:19]([C:26]1[CH:31]=[CH:30][C:29](B(O)O)=[CH:28][CH:27]=1)[C:20]1[CH:25]=[CH:24][CH:23]=[CH:22][CH:21]=1.C([O-])([O-])=O.[Na+].[Na+]>C1(C)C=CC=CC=1>[CH3:18][O:17][C:12]1[CH:13]=[CH:14][CH:15]=[CH:16][C:11]=1[CH2:10][NH:9][C:4]1[C:5]([NH2:8])=[N:6][CH:7]=[C:2]([C:29]2[CH:30]=[CH:31][C:26]([O:19][C:20]3[CH:25]=[CH:24][CH:23]=[CH:22][CH:21]=3)=[CH:27][CH:28]=2)[N:3]=1 |f:2.3.4|. Reported procedure: A solution of 1.00 eq. of (4) in 1 mL toluene is treated with 10 mole percent tetrakis(triphenylphospine) palladium under nitrogen at room temperature. To this solution is added directly 2.50 eq. of 4-phenoxyphenyl boronic acid at room temperature and then 1 mL Na2CO3 (1.0 M) solution. The reaction vial is capped and the reaction stirred under nitrogen at 90° C. for 10 hours. The toluene layer is separated and removed under reduced pressure, and the resulting oil is purified via flash chromatogr... Reactants: ClC1=NC=C(C=C1[N+](=O)[O-])[N+](=O)[O-] (2-chloro-3,5-dinitropyridine), N1CCOCC1 (morpholine), ice water. Solvent: C1CCOC1 (THF). Conditions: temperature 60 celsius. The product is N1(CCOCC1)C1=NC=C(C=C1[N+](=O)[O-])[N+](=O)[O-] (2-morpholin-4-yl-3,5-dinitropyridine). The yield is 97.8%. As a reaction SMILES: Cl[C:2]1[C:7]([N+:8]([O-:10])=[O:9])=[CH:6][C:5]([N+:11]([O-:13])=[O:12])=[CH:4][N:3]=1.[NH:14]1[CH2:19][CH2:18][O:17][CH2:16][CH2:15]1>C1COCC1>[N:14]1([C:2]2[C:7]([N+:8]([O-:10])=[O:9])=[CH:6][C:5]([N+:11]([O-:13])=[O:12])=[CH:4][N:3]=2)[CH2:19][CH2:18][O:17][CH2:16][CH2:15]1. Procedure details: 5 g (24.5 mmol) of 2-chloro-3,5-dinitropyridine, 40 ml of THF and 50 mmol of morpholine were placed in a round-bottomed flask. The mixture was maintained at 60° C. for 15 hours with stirring and was then poured into an ice-water mixture with stirring. The precipitate formed was filtered off by suction and dried under vacuum to constant weight. 6.09 g of yellow powder were obtained. Reactants: O(C1=CC=CC=C1)C(CO)C ((-)-2-Phenoxypropanol), C(Cl)(Cl)Cl (CHCl3), S(=O)(=O)(C1=CC=C(C)C=C1)Cl (tosylchloride). Procedure: (-)-2-Phenoxypropanol [α]D25 = -38.95° (c. 0.9, CHCl3) was treated with tosylchloride in pyridine to give the corresponding (-)-2-phenoxypropyl tosylate of which 1.10 g. was reacted with LiPPh2 following Example 28 to give 0.87 g. of (+)-2-phenoxypropyl diphenylphosphine having [α]D25 = +27.90° (c. 3.03, CHCl3). Reaction SMILES: [O:1]([CH:8]([CH3:11])[CH2:9][OH:10])[C:2]1[CH:7]=[CH:6][CH:5]=[CH:4][CH:3]=1.C(Cl)(Cl)Cl.[S:16](Cl)([C:19]1[CH:25]=[CH:24][C:22]([CH3:23])=[CH:21][CH:20]=1)(=[O:18])=[O:17]>N1C=CC=CC=1>[S:16]([C:19]1[CH:25]=[CH:24][C:22]([CH3:23])=[CH:21][CH:20]=1)([O:10][CH2:9][CH:8]([O:1][C:2]1[CH:7]=[CH:6][CH:5]=[CH:4][CH:3]=1)[CH3:11])(=[O:18])=[O:17]. The product is S(=O)(=O)(OCC(C)OC1=CC=CC=C1)C1=CC=C(C)C=C1 ((-)-2-phenoxypropyl tosylate). Solvent: N1=CC=CC=C1 (pyridine).